This data is from the Open Reaction Database (ORD), a public repository of structured organic reaction records. The task is: describe an organic reaction: reactants, conditions, products, and yield Reactants: ClC1=C(C#N)C=C(C=C1)[N+](=O)[O-] (2-Chloro-5-nitrobenzonitrile), C(CS)(=O)OCC (ethyl thioglycolate), C(=O)([O-])[O-].[K+].[K+] (K2CO3). Run in C(C)O (ethanol). Product: NC1=C(SC2=C1C=C(C=C2)[N+](=O)[O-])C(=O)OC (3-Amino-2-carbomethoxy-5-nitro-benzthiophene). Yield: 54.0%. Reaction SMILES: Cl[C:2]1[CH:9]=[CH:8][C:7]([N+:10]([O-:12])=[O:11])=[CH:6][C:3]=1[C:4]#[N:5].[C:13]([O:17][CH2:18]C)(=[O:16])[CH2:14][SH:15].C([O-])([O-])=O.[K+].[K+]>C(O)C>[NH2:5][C:4]1[C:3]2[CH:6]=[C:7]([N+:10]([O-:12])=[O:11])[CH:8]=[CH:9][C:2]=2[S:15][C:14]=1[C:13]([O:17][CH3:18])=[O:16] |f:2.3.4|. Procedure: 2-Chloro-5-nitrobenzonitrile (25.0 g, 136.9 mmol), commercially available, was treated with 1 equivalent ethyl thioglycolate and 1 equivalent K2CO3 in ethanol by the procedure described in Example 41A to yield the title compound (19.68 g, 54%). m.p. 208°-210° C. 1H NMR(300MHz, DMSO) δ9.23 (d, 1H), 8.29 (d, 1H), 8.11 (dd, 1H), 7.45 (br s, 2H), 4.29 (q, 2H), 1.31 (t, 3H). MS (DCI/NH3) m/e 284 (M+NH4)+. Starting materials: C(#N)C=1C=C(C(N)=NO)C=CC1 (3-cyano-N′-hydroxybenzimidamide), BrC=1C=NC=C(C(=O)Cl)C1 (5-bromonicotinoyl chloride), N (NH3). The product is BrC=1C=C(C=NC1)C1=NC(=NO1)C=1C=C(C#N)C=CC1 (3-(5-(5-bromopyridin-3-yl)-1,2,4-oxadiazol-3-yl)benzonitrile). As a reaction SMILES: [C:1]([C:3]1[CH:4]=[C:5]([CH:10]=[CH:11][CH:12]=1)[C:6](=[N:8][OH:9])[NH2:7])#[N:2].[Br:13][C:14]1[CH:15]=[N:16][CH:17]=[C:18]([CH:22]=1)[C:19](Cl)=O.N>>[Br:13][C:14]1[CH:22]=[C:18]([C:19]2[O:9][N:8]=[C:6]([C:5]3[CH:4]=[C:3]([CH:12]=[CH:11][CH:10]=3)[C:1]#[N:2])[N:7]=2)[CH:17]=[N:16][CH:15]=1. Reported procedure: The title compound was prepared according to the procedure of Example 4B using 3-cyano-N′-hydroxybenzimidamide and 5-bromonicotinoyl chloride (Alfa). 1H NMR (300 MHz, DMSO-d6) δ 7.67 (m, 1 H), 7.74 (m, 1 H), 8.41 (m, 1 H), 8.49 (m, 1 H), 8.64 (s, 1 H), 8.93 (s, 1 H), 9.4 (s, 1 H) ppm; MS (DCI/NH3) m/z 327 (M+H)+. Starting materials: NCCCC1=CC(=C(C=C1)C#N)F (4-(3-Aminopropyl)-2-fluorobenzenecarbonitrile), C1(=C(C(=C(C(=C1F)F)F)N)F)N.Cl.Cl (dihydrochloride), CSC.[B] (boron dimethylsulfide), C1CCOC1 (THF). The product is Cl.Cl.NCC1=C(C=C(C=C1)CCCN)F (3-[4-(aminomethyl)-3-fluorophenyl]propylamine dihydrochlorde). Yield: 73.0%. Reaction SMILES: [NH2:1][CH2:2][CH2:3][CH2:4][C:5]1[CH:10]=[CH:9][C:8]([C:11]#[N:12])=[C:7]([F:13])[CH:6]=1.CSC.[B].C1COCC1.C1(N)C(F)=C(F)C(F)=C(N)C=1F.[ClH:35].Cl>>[ClH:35].[ClH:35].[NH2:12][CH2:11][C:8]1[CH:9]=[CH:10][C:5]([CH2:4][CH2:3][CH2:2][NH2:1])=[CH:6][C:7]=1[F:13] |f:1.2,4.5.6,7.8.9|. Procedure: Scheme IIIb, step C: 4-(3-Aminopropyl)-2-fluorobenzenecarbonitrile (1.1 g, 6.17 mmol) and boron dimethylsulfide 2M in THF (6.2 mL, 12.34 mmol) were combined and reduction was carried out in a manner analogous to the procedure described in example 6 to provide the intermediate title compound, 3-[4-(aminomethyl)-3-fluorophenyl]propylamine dihydrochlorde, (1.15 g, 73%) as a dihydrochloride salt. Electron spray M.S. 183 (M*+H). The reactants are BrC1=CC=C(OC2CN(C2)C(=O)Cl)C=C1 (3-(4-bromophenoxy)-1-azetidinecarbonyl chloride), C([O-])([O-])=O.[K+].[K+] (potassium carbonate), C(C1=CC=CC=C1)N1CCNCC1 (1-benzylpiperazine). Run in O (water). Conditions: time 2 hour. Yields the product BrC1=CC=C(OC2CN(C2)C(=O)N2CCN(CC2)CC2=CC=CC=C2)C=C1 (1-[3-(4-Bromophenoxy)-1-azetidinylcarbonyl]-4-(phenylmethyl)piperazine). Isolated yield 79.0%. As a reaction SMILES: [Br:1][C:2]1[CH:15]=[CH:14][C:5]([O:6][CH:7]2[CH2:10][N:9]([C:11](Cl)=[O:12])[CH2:8]2)=[CH:4][CH:3]=1.[CH2:16]([N:23]1[CH2:28][CH2:27][NH:26][CH2:25][CH2:24]1)[C:17]1[CH:22]=[CH:21][CH:20]=[CH:19][CH:18]=1.C(=O)([O-])[O-].[K+].[K+]>O>[Br:1][C:2]1[CH:15]=[CH:14][C:5]([O:6][CH:7]2[CH2:10][N:9]([C:11]([N:26]3[CH2:27][CH2:28][N:23]([CH2:16][C:17]4[CH:18]=[CH:19][CH:20]=[CH:21][CH:22]=4)[CH2:24][CH2:25]3)=[O:12])[CH2:8]2)=[CH:4][CH:3]=1 |f:2.3.4|. Procedure: A solution of 2.9 g (0.01 mole) of 3-(4-bromophenoxy)-1-azetidinecarbonyl chloride in 15 ml of tetrahyfrofuran was treated while stirring with the dropwise addition of 1.8 g (0.01 mole) of 1-benzylpiperazine. After stirring for 2 hr, the reaction mixture was diluted with water (200 ml) and 1.4 g of potassium carbonate was added. The solid precipitate was collected by filtration (5.2 g). Recrystallization from benzene/ligroin yielded 3.4 g (79.1%) of white crystals, m.p. 133°-135° C. The reactants are COC(=O)C1=CC=C(C=C1)C=1C=CC2=C(CN(CCO2)C(=O)OC(C)(C)C)C1 (1,1-dimethylethyl 7-{4-[(methyloxy)carbonyl]phenyl}-2,3-dihydro-1,4-benzoxazepine-4(5H)-carboxylate), [OH-].[Li+] (lithium hydroxide). Run in O1CCCC1 (tetrahydrofuran), O (water). Conditions: temperature 60 celsius. The product is CC(C)(C)OC(=O)N1CCOC2=C(C1)C=C(C=C2)C2=CC=C(C(=O)O)C=C2 (4-(4-{[(1,1-dimethylethyl)oxy]carbonyl}-2,3,4,5-tetrahydro-1,4-benzoxazepin-7-yl)benzoic acid). Isolated yield 84.3%. As a reaction SMILES: C[O:2][C:3]([C:5]1[CH:10]=[CH:9][C:8]([C:11]2[CH:12]=[CH:13][C:14]3[O:20][CH2:19][CH2:18][N:17]([C:21]([O:23][C:24]([CH3:27])([CH3:26])[CH3:25])=[O:22])[CH2:16][C:15]=3[CH:28]=2)=[CH:7][CH:6]=1)=[O:4].[OH-].[Li+]>O1CCCC1.O>[CH3:27][C:24]([O:23][C:21]([N:17]1[CH2:16][C:15]2[CH:28]=[C:11]([C:8]3[CH:7]=[CH:6][C:5]([C:3]([OH:4])=[O:2])=[CH:10][CH:9]=3)[CH:12]=[CH:13][C:14]=2[O:20][CH2:19][CH2:18]1)=[O:22])([CH3:25])[CH3:26] |f:1.2|. Procedure: To a slurry of 1,1-dimethylethyl 7-{4-[(methyloxy)carbonyl]phenyl}-2,3-dihydro-1,4-benzoxazepine-4(5H)-carboxylate (9.8 g, 26 mmol) in tetrahydrofuran (40 mL) was added a solution of lithium hydroxide (3.1 g, 130 mmol) in water (15 mL). The resulting mixture was heated at 60° C. for 18 h then partitioned between ethyl acetate (100 mL) and 1M hydrochloric acid (50 mL). The organic layer was washed with brine (50 mL), dried over anhydrous magnesium sulfate, filtered and concentrated. Purification ... Starting materials: Cc1ccccc1C(CCO)NC(=O)Cn1nc(-c2ccc(Cl)cc2)n(CC(O)C(F)(F)F)c1=O, NC(CC(F)(F)F)c1ccccc1. The product is O=C(Cn1nc(-c2ccc(Cl)cc2)n(CC(O)C(F)(F)F)c1=O)NC(CC(F)(F)F)c1ccccc1. Reaction SMILES: [Cl:1][c:2]1[cH:3][cH:4][c:5](-[c:8]2[n:9][n:10]([CH2:21][C:22](=[O:23])[NH:24][CH:25]([c:26]3[cH:27][cH:28][cH:29][cH:30][c:31]3[CH3:32])[CH2:33][CH2:34][OH:35])[c:11](=[O:20])[n:12]2[CH2:13][CH:14]([C:15]([F:16])([F:17])[F:18])[OH:19])[cH:6][cH:7]1.[F:36][C:37]([CH2:38][CH:39]([NH2:40])[c:41]1[cH:42][cH:43][cH:44][cH:45][cH:46]1)([F:47])[F:48]>>[Cl:1][c:2]1[cH:3][cH:4][c:5](-[c:8]2[n:9][n:10]([CH2:21][C:22](=[O:23])[NH:40][CH:39]([CH2:38][C:37]([F:36])([F:47])[F:48])[c:41]3[cH:42][cH:43][cH:44][cH:45][cH:46]3)[c:11](=[O:20])[n:12]2[CH2:13][CH:14]([C:15]([F:16])([F:17])[F:18])[OH:19])[cH:6][cH:7]1. Reactants: COc1cc(OC)nc(S(C)(=O)=O)n1, [K+], [K+], O=C([O-])[O-], CN(C)C=O, O, COC(c1ccccc1)(c1ccccc1)C(O)C#N. The product is COc1cc(OC)nc(OC(C#N)C(OC)(c2ccccc2)c2ccccc2)n1. As a reaction SMILES: [CH3:26][S:27](=[O:28])(=[O:29])[c:30]1[n:31][c:32]([O:38][CH3:39])[cH:33][c:34]([O:36][CH3:37])[n:35]1.[K+:20].[K+:21].[O-:22][C:23]([O-:24])=[O:25].[O:41]=[CH:42][N:43]([CH3:44])[CH3:45].[OH2:40].[OH:1][CH:2]([C:3]#[N:4])[C:5]([c:6]1[cH:7][cH:8][cH:9][cH:10][cH:11]1)([c:12]1[cH:13][cH:14][cH:15][cH:16][cH:17]1)[O:18][CH3:19]>>[O:1]([CH:2]([C:3]#[N:4])[C:5]([c:6]1[cH:7][cH:8][cH:9][cH:10][cH:11]1)([c:12]1[cH:13][cH:14][cH:15][cH:16][cH:17]1)[O:18][CH3:19])[c:30]1[n:31][c:32]([O:38][CH3:39])[cH:33][c:34]([O:36][CH3:37])[n:35]1. The reactants are C(C(C)C)(=O)O (isobutyric acid), C(C1=CC=CC=C1)OC1=CC=C(C=C1)OCCCBr (p-(3-bromopropoxy)phenyl benzyl ether), C(C)(C)NC(C)C (diisopropylamine), C(CCC)[Li] (n-butyl lithium). The solvent is O (water), O1CCCC1 (tetrahydrofuran), O1CCCC1 (tetrahydrofuran). Conditions: time 30 minute. Product: desired product, C(C1=CC=CC=C1)OC1=CC=C(OCCCC(C(=O)O)(C)C)C=C1 (5-(p-benzyloxyphenoxy)-2,2-dimethylpentanoic acid). Reaction SMILES: C(NC(C)C)(C)C.C([Li])CCC.[C:13]([OH:18])(=[O:17])[CH:14]([CH3:16])[CH3:15].[CH2:19]([O:26][C:27]1[CH:32]=[CH:31][C:30]([O:33][CH2:34][CH2:35][CH2:36]Br)=[CH:29][CH:28]=1)[C:20]1[CH:25]=[CH:24][CH:23]=[CH:22][CH:21]=1>O1CCCC1.O>[CH2:19]([O:26][C:27]1[CH:32]=[CH:31][C:30]([O:33][CH2:34][CH2:35][CH2:36][C:14]([CH3:16])([CH3:15])[C:13]([OH:18])=[O:17])=[CH:29][CH:28]=1)[C:20]1[CH:25]=[CH:24][CH:23]=[CH:22][CH:21]=1. Reported procedure: To a solution of 15 g of diisopropylamine in 75 ml of dry tetrahydrofuran was dropwise added 100 ml of n-butyl lithium (15 w/w, n-hexane solution) at -5° to 0° C. After stirring at the same temperature for 30 minutes, 6.7 g of isobutyric acid was added dropwise to the mixture. After stirring was continued at the same temperature for 1 hour, a solution of 20 g of p-(3-bromopropoxy)phenyl benzyl ether in 60 ml of dry tetrahydrofuran was added dropwise to the solution. Thirty minutes after, the mix...